Dataset: the Open Reaction Database (ORD), a public repository of structured organic reaction records. Task: describe an organic reaction: reactants, conditions, products, and yield The reactants are C(C)(=O)O[C@@H]1O[C@@H]([C@H]([C@@H]([C@H]1N=C=S)OC(C)=O)OC(C)=O)COC(C)=O ((2S,3R,4R,5S,6R)-6-(acetoxymethyl)-3-isothiocyanato-tetrahydro-2H-pyran-2,4,5-triyl triacetate), FC(CN)(F)F (2,2,2-trifluoroethylamine). Solvent: CC#N (CH3CN). Reaction conditions: time 3 hour. Yields the product C(C)(=O)OC1OCC(C(C1)OC(C)=O)OC(C)=O (tetrahydro-2H-pyran-2,4,5-triyl triacetate). The yield is 153.7%. As a reaction SMILES: [C:1]([O:4][C@H:5]1[C@H:10](N=C=S)[C@@H:9]([O:14][C:15](=[O:17])[CH3:16])[C@H:8]([O:18][C:19](=[O:21])[CH3:20])[C@@H:7](COC(=O)C)[O:6]1)(=[O:3])[CH3:2].FC(F)(F)CN>CC#N>[C:1]([O:4][CH:5]1[CH2:10][CH:9]([O:14][C:15](=[O:17])[CH3:16])[CH:8]([O:18][C:19](=[O:21])[CH3:20])[CH2:7][O:6]1)(=[O:3])[CH3:2]. Procedure details: To a stirred solution of (2S,3R,4R,5S,6R)-6-(acetoxymethyl)-3-isothiocyanato-tetrahydro-2H-pyran-2,4,5-triyl triacetate (0.56 g, 1.44 mmol) in CH3CN, was added neat 2,2,2-trifluoroethylamine (0.236 g, 1.74 mmol), dropwise. The reaction was stirred at room temperature until complete by TLC (3 h). The reaction was quenched with saturated aqueous NaHCO3 (15 mL). The aqueous layer was then extracted three times with DCM, and the organic layers were combined, dried with MgSO4, filtered and concentrat... Reactants: C(C)OC(C(C)N1C(C(CCC1)(NC(=O)OC(C)(C)C)NC(=O)OC(C)(C)C)=O)=O (2-[3,3-bis(tert-butoxycarbonylamino)-2-oxo-piperidin-1-yl]-propionic acid ethyl ester), C(C)(C)(C)OC(NC1C(N(CCC1)CC=1NC(=CN1)C1=CC=C(C=C1)C1=CC=C(C=C1)C=1NC(=NC1)C1N(CCC1)C(C(C(C)C)NC(=O)OC)=O)=O)=O ({1-[5-(4′-{2-[1-(2-methoxycarbonylamino-3-methyl-butyryl)-pyrrolidin-2-yl]-3H-imidazol-4-yl}-biphenyl-4-yl)-1H-imidazol-2-ylmethyl]-2-oxo-piperidin-3-yl}-carbamic acid tert-butyl ester). The product is C(C)OC(C(C)N1C(C(CCC1)N)=O)=O (2-(3-Amino-2-oxo-piperidin-1-yl)-propionic acid ethyl ester). RXN SMILES: [CH2:1]([O:3][C:4](=[O:30])[CH:5]([N:7]1[CH2:12][CH2:11][CH2:10][C:9](NC(OC(C)(C)C)=O)([NH:13]C(OC(C)(C)C)=O)[C:8]1=[O:29])[CH3:6])[CH3:2].C(OC(=O)NC1CCCN(CC2NC(C3C=CC(C4C=CC(C5NC(C6CCCN6C(=O)C(NC(OC)=O)C(C)C)=NC=5)=CC=4)=CC=3)=CN=2)C1=O)(C)(C)C>>[CH2:1]([O:3][C:4](=[O:30])[CH:5]([N:7]1[CH2:12][CH2:11][CH2:10][CH:9]([NH2:13])[C:8]1=[O:29])[CH3:6])[CH3:2]. Reported procedure: 2-(3-Amino-2-oxo-piperidin-1-yl)-propionic acid ethyl ester was prepared using method 804 substituting 2-[3,3-bis(tert-butoxycarbonylamino)-2-oxo-piperidin-1-yl]-propionic acid ethyl ester for {1-[5-(4′-{2-[1-(2-methoxycarbonylamino-3-methyl-butyryl)-pyrrolidin-2-yl]-3H-imidazol-4-yl}-biphenyl-4-yl)-1H-imidazol-2-ylmethyl]-2-oxo-piperidin-3-yl}-carbamic acid tert-butyl ester. C10H18N2O3 calculated 214.2 observed [M+1]+215.2; rt=1.21 min. The reactants are BrCCCCCCC1=CC=CC=C1 (6-bromohexylbenzene), [Li]C(C)(C)C (t-BuLi), alkyllithium, N1=C(C=CC=C1)C1=NN=C(S1)C(=O)OC (methyl 5-(pyridin-2-yl)-1,3,4-thiadiazole-2-carboxylate). Run in C1CCOC1 (THF), C1CCOC1 (THF). Reaction conditions: time 30 minute. The product is C1(=CC=CC=C1)CCCCCCC(=O)C=1SC(=NN1)C1=NC=CC=C1 (7-Phenyl-1-(5-(pyridin-2-yl)-1,3,4-thiadiazol-2-yl)-heptan-1-one). The yield is 7.3%. RXN SMILES: Br[CH2:2][CH2:3][CH2:4][CH2:5][CH2:6][CH2:7][C:8]1[CH:13]=[CH:12][CH:11]=[CH:10][CH:9]=1.[Li]C(C)(C)C.[N:19]1[CH:24]=[CH:23][CH:22]=[CH:21][C:20]=1[C:25]1[S:29][C:28]([C:30](OC)=[O:31])=[N:27][N:26]=1>C1COCC1>[C:8]1([CH2:7][CH2:6][CH2:5][CH2:4][CH2:3][CH2:2][C:30]([C:28]2[S:29][C:25]([C:20]3[CH:21]=[CH:22][CH:23]=[CH:24][N:19]=3)=[N:26][N:27]=2)=[O:31])[CH:13]=[CH:12][CH:11]=[CH:10][CH:9]=1. Reported procedure: A solution of 6-bromohexylbenzene (31 pt, 0.2 mmol) in THF (1 mL) was treated dropwise with 1.7 M t-BuLi (235 μL, 0.4 mmol) at −78° C. After stirring for 30 min, the resulting alkyllithium reagent was added to a cooled solution of methyl 5-(pyridin-2-yl)-1,3,4-thiadiazole-2-carboxylate (S43, 44 mg, 0.2 mmol) in THF (0.5 mL) at −78° C. The reaction mixture was stirred for 3 h at −78° C. before it was quenched with the addition of MeOH. The mixture was extracted with EtOAc, washed with water, satu... Reactants: ClCCCOC1=CC=C2C(=NC=NC2=C1)NCCC1=CC=C(C=C1)NC(=O)NC1=CC=CC=C1 (1-(4-{2-[7-(3-chloro-propoxy)-quinazolin-4-ylamino]-ethyl}-phenyl)-3-phenyl-urea), CNC (dimethylamine). Solvent: CN(C)C=O (DMF). Yields the product CN(CCCOC1=CC=C2C(=NC=NC2=C1)NCCC1=CC=C(C=C1)NC(=O)NC1=CC=CC=C1)C (1-(4-{2-[7-(3-Dimethylamino-propoxy)-quinazolin-4-ylamino]-ethyl}-phenyl)-3-phenyl-urea). The yield is 49.1%. Reaction SMILES: Cl[CH2:2][CH2:3][CH2:4][O:5][C:6]1[CH:15]=[C:14]2[C:9]([C:10]([NH:16][CH2:17][CH2:18][C:19]3[CH:24]=[CH:23][C:22]([NH:25][C:26]([NH:28][C:29]4[CH:34]=[CH:33][CH:32]=[CH:31][CH:30]=4)=[O:27])=[CH:21][CH:20]=3)=[N:11][CH:12]=[N:13]2)=[CH:8][CH:7]=1.[CH3:35][NH:36][CH3:37]>CN(C=O)C>[CH3:35][N:36]([CH3:37])[CH2:2][CH2:3][CH2:4][O:5][C:6]1[CH:15]=[C:14]2[C:9]([C:10]([NH:16][CH2:17][CH2:18][C:19]3[CH:24]=[CH:23][C:22]([NH:25][C:26]([NH:28][C:29]4[CH:34]=[CH:33][CH:32]=[CH:31][CH:30]=4)=[O:27])=[CH:21][CH:20]=3)=[N:11][CH:12]=[N:13]2)=[CH:8][CH:7]=1. Reported procedure: A solution of 1-(4-{2-[7-(3-chloro-propoxy)-quinazolin-4-ylamino]-ethyl}-phenyl)-3-phenyl-urea (20 mg, 0.042 mmol) and dimethylamine (94.7 mg, 0.840 mmol) in DMF (1 mL) was heated at 150° C. in CEM microwave for 10 min. The reaction mixture was purified using silica gel preparative thin layer chromatography to provide the title compound (10 mg, 49%). 1H-NMR (400 MHz, DMSO-d6): δ 8.69 (s, 1H), 8.66 (s, 1H), 8.41 (s, 1H), 8.19 (t, 1H, NH), 8.10-8.12 (m, 1H), 7.43-7.45 (m, 2H), 7.36-7.38 (m, 2H), 7... The reactants are C(C1=CC=CC=C1)(=O)C=1C=C(C(=C(C1)C1=CC=CC=C1)OS(=O)(=O)C1=CC(=C(C(=O)O)C=C1)O)C1=CC=CC=C1 (4-(5'-benzoyl-[1,1';3',1"]terphenyl-2'-yloxysulfonyl)-2-hydroxy-benzoic acid), C(CCC)N(CCCC)CCCC (tributylamine), C(C)O (ethanol), [I-].ClC1=[N+](C=CC=C1)C (2-chloro-1-methyl pyridinium iodide). The solvent is C(Cl)Cl (CH2Cl2). Product: C(C)OC(C1=C(C=C(C=C1)S(=O)(=O)OC1=C(C=C(C=C1C1=CC=CC=C1)C(C1=CC=CC=C1)=O)C1=CC=CC=C1)O)=O (4-(5'-Benzoyl-[1,1';3',1"]terphenyl-2'-yloxysulfonyl)-2-hydroxy-benzoic acid ethyl ester). Isolated yield 35.1%. As a reaction SMILES: [C:1]([C:9]1[CH:10]=[C:11]([C:35]2[CH:40]=[CH:39][CH:38]=[CH:37][CH:36]=2)[C:12]([O:21][S:22]([C:25]2[CH:33]=[CH:32][C:28]([C:29]([OH:31])=[O:30])=[C:27]([OH:34])[CH:26]=2)(=[O:24])=[O:23])=[C:13]([C:15]2[CH:20]=[CH:19][CH:18]=[CH:17][CH:16]=2)[CH:14]=1)(=[O:8])[C:2]1[CH:7]=[CH:6][CH:5]=[CH:4][CH:3]=1.[CH2:41](N(CCCC)CCCC)[CH2:42]CC.C(O)C.[I-].ClC1C=CC=C[N+]=1C>C(Cl)Cl>[CH2:41]([O:30][C:29](=[O:31])[C:28]1[CH:32]=[CH:33][C:25]([S:22]([O:21][C:12]2[C:13]([C:15]3[CH:16]=[CH:17][CH:18]=[CH:19][CH:20]=3)=[CH:14][C:9]([C:1](=[O:8])[C:2]3[CH:7]=[CH:6][CH:5]=[CH:4][CH:3]=3)=[CH:10][C:11]=2[C:35]2[CH:40]=[CH:39][CH:38]=[CH:37][CH:36]=2)(=[O:23])=[O:24])=[CH:26][C:27]=1[OH:34])[CH3:42] |f:3.4|. Reported procedure: A stirred solution containing 4-(5'-benzoyl-[1,1';3',1"]terphenyl-2'-yloxysulfonyl)-2-hydroxy-benzoic acid (0.106 g, 0.192 mmol), tributylamine (0.110 mL, 0.462 mmol), ethanol (0.0677 mL, 1.15 mmol) and 2-chloro-1-methyl pyridinium iodide (0.0607 g, 0.231 mmol) in CH2Cl2 (2 mL) was refluxed for 18 h. The reaction was cooled to ambient temperature, quenched with 1N HCl (20 mL) and extracted with EtOAc. The organic extracts were successively washed with 1N HCl (3×), with brine (3×), dried (MgSO4) ... Reactants: I.CC1(N=C(NC(CC1)(C)C)SC)C (4,5,6,7-tetrahydro-4,4,7,7-tetramethyl-2-methylthio-1H-1,3-diazepine, hydroiodide), NN (hydrazine). The solvent is C(C)O (ethanol), CCOCC (ether). Yields the product I.N(N)C=1NC(CCC(N1)(C)C)(C)C (4,5,6,7-Tetrahydro-2-hydrazino-4,4,7,7-tetramethyl-1H-1,3-diazepine, hydroiodide). Reaction SMILES: [IH:1].[CH3:2][C:3]1([CH3:14])[CH2:9][CH2:8][C:7]([CH3:11])([CH3:10])[NH:6][C:5](SC)=[N:4]1.[NH2:15][NH2:16]>C(O)C.CCOCC>[IH:1].[NH:15]([C:5]1[NH:6][C:7]([CH3:11])([CH3:10])[CH2:8][CH2:9][C:3]([CH3:14])([CH3:2])[N:4]=1)[NH2:16] |f:0.1,5.6|. Procedure details: A 10.0 g portion of 4,5,6,7-tetrahydro-4,4,7,7-tetramethyl-2-methylthio-1H-1,3-diazepine, hydroiodide was dissolved in 150 ml of ethanol and 2.5 g of hydrazine was added. The mixture was refluxed 6 hours, diluted with 300 ml of ether and stored at -10° C. The solid was removed by filtration. The filtrate was concentrated to about 25 ml in vacuo, diluted with 50 ml of 2-propanol, then 200 ml of ether and stored at -10° C. The solid was collected, washed with ether and dried in vacuo at 60° C., gi... Starting materials: BrC1=CC2=C(C=3N=C(SC3CCO2)C=2N(C(NN2)=O)C(C)C)C=C1 (5-(8-Bromo-4,5-dihydro-6-oxa-3-thia-1-aza-benzo[e]azulen-2-yl)-4-isopropyl-2,4-dihydro-[1,2,4]triazol-3-one), CC1(COC1)CN1N=CC(=C1)B1OC(C(O1)(C)C)(C)C (1-((3-methyloxetan-3-yl)methyl)-4-(4,4,5,5-tetramethyl-1,3,2-dioxaborolan-2-yl)-1H-pyrazole). Yields the product C(C)(C)N1C(NN=C1C=1SC=2CCOC3=C(C2N1)C=CC(=C3)C=3C=NN(C3)CC3(COC3)C)=O (4-Isopropyl-5-{8-[1-(3-methyl-oxetan-3-ylmethyl)-1H-pyrazol-4-yl]-4,5-dihydro-6-oxa-3-thia-1-aza-benzo[e]azulen-2-yl}-2,4-dihydro-[1,2,4]triazol-3-one). As a reaction SMILES: Br[C:2]1[CH:24]=[CH:23][C:5]2[C:6]3[N:7]=[C:8]([C:14]4[N:15]([CH:20]([CH3:22])[CH3:21])[C:16](=[O:19])[NH:17][N:18]=4)[S:9][C:10]=3[CH2:11][CH2:12][O:13][C:4]=2[CH:3]=1.[CH3:25][C:26]1([CH2:30][N:31]2[CH:35]=[C:34](B3OC(C)(C)C(C)(C)O3)[CH:33]=[N:32]2)[CH2:29][O:28][CH2:27]1>>[CH:20]([N:15]1[C:14]([C:8]2[S:9][C:10]3[CH2:11][CH2:12][O:13][C:4]4[CH:3]=[C:2]([C:34]5[CH:33]=[N:32][N:31]([CH2:30][C:26]6([CH3:25])[CH2:27][O:28][CH2:29]6)[CH:35]=5)[CH:24]=[CH:23][C:5]=4[C:6]=3[N:7]=2)=[N:18][NH:17][C:16]1=[O:19])([CH3:22])[CH3:21]. Procedure: Similarly to as described in General Procedure C, 5-(8-Bromo-4,5-dihydro-6-oxa-3-thia-1-aza-benzo[e]azulen-2-yl)-4-isopropyl-2,4-dihydro-[1,2,4]triazol-3-one was reacted with 1-((3-methyloxetan-3-yl)methyl)-4-(4,4,5,5-tetramethyl-1,3,2-dioxaborolan-2-yl)-1H-pyrazole. Purification of the crude reaction mixture by reverse phase HPLC gave 456. LCMS: 479.1 Starting materials: ClC1=CC=C(CNCCCN)C=C1 (N-(4-chlorobenzyl)trimethylenediamine), [N+](=O)([O-])C=C(SC)SC (1-nitro-2,2-bis(methylthio)ethylene). Solvent: C(C)O (ethanol). The product is ClC1=CC=C(CN2C(NCCC2)=C[N+](=O)[O-])C=C1 (1-(4-chlorobenzyl)-2-(nitromethylene)tetrahydropyrimidine). Yield: 91.6%. Reaction SMILES: [Cl:1][C:2]1[CH:13]=[CH:12][C:5]([CH2:6][NH:7][CH2:8][CH2:9][CH2:10][NH2:11])=[CH:4][CH:3]=1.[N+:14]([CH:17]=[C:18](SC)SC)([O-:16])=[O:15]>C(O)C>[Cl:1][C:2]1[CH:3]=[CH:4][C:5]([CH2:6][N:7]2[CH2:8][CH2:9][CH2:10][NH:11][C:18]2=[CH:17][N+:14]([O-:16])=[O:15])=[CH:12][CH:13]=1. Reported procedure: N-(4-chlorobenzyl)trimethylenediamine (8.45 g) and 1-nitro-2,2-bis(methylthio)ethylene (6.60 g) were heated under reflux in 100 ml of ethanol for 16 hours. The reaction mixture was cooled to room temperature, and the precipitated crystals were collected by filtration and washed with a small amount of ethanol to give 1-(4-chlorobenzyl)-2-(nitromethylene)tetrahydropyrimidine (9.8 g) represented by the following formula. Melting point: 172°-174° C. ##STR10## Reactants: NC1=C2C(C(=CN(C2=C(C(=C1F)F)OC)C1CC1)C(=O)O)=O (5-amino-1-cyclopropyl-6,7-difluoro-8-methoxy-1,4-dihydro-4-oxo-quinoline-3-carboxylic acid), CNC1C(CNCC1)(C)C (4-methylamino-3,3-dimethylpiperidine). The product is NC1=C2C(C(=CN(C2=C(C(=C1F)N1CC(C(CC1)NC)(C)C)OC)C1CC1)C(=O)O)=O (5-Amino-1-cyclopropyl-6-fluoro-8-methoxy-1,4-dihydro-7-{4′-(methylamino)-3′,3′-dimethylpiperidin-1-yl}-4-oxo-quinoline-3-carboxylic acid). The yield is 54.0%. Reaction SMILES: [NH2:1][C:2]1[C:11]([F:12])=[C:10](F)[C:9]([O:14][CH3:15])=[C:8]2[C:3]=1[C:4](=[O:22])[C:5]([C:19]([OH:21])=[O:20])=[CH:6][N:7]2[CH:16]1[CH2:18][CH2:17]1.[CH3:23][NH:24][CH:25]1[CH2:30][CH2:29][NH:28][CH2:27][C:26]1([CH3:32])[CH3:31]>>[NH2:1][C:2]1[C:11]([F:12])=[C:10]([N:28]2[CH2:29][CH2:30][CH:25]([NH:24][CH3:23])[C:26]([CH3:32])([CH3:31])[CH2:27]2)[C:9]([O:14][CH3:15])=[C:8]2[C:3]=1[C:4](=[O:22])[C:5]([C:19]([OH:21])=[O:20])=[CH:6][N:7]2[CH:16]1[CH2:18][CH2:17]1. Reported procedure: The condensation of 5-amino-1-cyclopropyl-6,7-difluoro-8-methoxy-1,4-dihydro-4-oxo-quinoline-3-carboxylic acid with 4-methylamino-3,3-dimethylpiperidine was carried out in a similar manner as described in example 1 (NorA), gave the titled product. Yield 54%, m.p 250° C., C22H29FN4O4, m/z 433 (M+1). Starting materials: ice, C(C)NC(=O)NC=1SC2=C(N1)C=C(C=C2C#C[Si](C)(C)C)C=2C=NC(=NC2)N2CCC(CC2)(C(=O)OCC)C (ethyl 1-[5-[2-(ethylcarbamoylamino)-7-(2-trimethylsilylethynyl)-1,3-benzothiazol-5-yl]pyrimidin-2-yl]-4-methyl-piperidine-4-carboxylate), [OH-].[K+] (KOH). The solvent is CCO (EtOH). Run at time 4 hour. Yields the product C(C)NC(=O)NC=1SC2=C(N1)C=C(C=C2C#C)C=2C=NC(=NC2)N2CCC(CC2)(C(=O)OCC)C (Ethyl 1-[5-[2-(ethylcarbamoylamino)-7-ethynyl-1,3-benzothiazol-5-yl]pyrimidin-2-yl]-4-methyl-piperidine-4-carboxylate). Yield: 83.7%. RXN SMILES: [CH2:1]([NH:3][C:4]([NH:6][C:7]1[S:8][C:9]2[C:15]([C:16]#[C:17][Si](C)(C)C)=[CH:14][C:13]([C:22]3[CH:23]=[N:24][C:25]([N:28]4[CH2:33][CH2:32][C:31]([CH3:39])([C:34]([O:36][CH2:37][CH3:38])=[O:35])[CH2:30][CH2:29]4)=[N:26][CH:27]=3)=[CH:12][C:10]=2[N:11]=1)=[O:5])[CH3:2].[OH-].[K+]>CCO>[CH2:1]([NH:3][C:4]([NH:6][C:7]1[S:8][C:9]2[C:15]([C:16]#[CH:17])=[CH:14][C:13]([C:22]3[CH:27]=[N:26][C:25]([N:28]4[CH2:29][CH2:30][C:31]([CH3:39])([C:34]([O:36][CH2:37][CH3:38])=[O:35])[CH2:32][CH2:33]4)=[N:24][CH:23]=3)=[CH:12][C:10]=2[N:11]=1)=[O:5])[CH3:2] |f:1.2|. Procedure: To an ice-cold solution of ethyl 1-[5-[2-(ethylcarbamoylamino)-7-(2-trimethylsilylethynyl)-1,3-benzothiazol-5-yl]pyrimidin-2-yl]-4-methyl-piperidine-4-carboxylate (1.1 g, 1.94 mmol) in EtOH (40 mL) was added powdered KOH (0.24 g, 4.21 mmol) and the mixture stirred at rt for 4 h. After completion of reaction (by TLC), the solvent was evaporated under reduced pressure, water added and extracted with EtOAc (3×100 mL). The combined organic layer was washed with brine and water then dried over anhydr...